This data is from the Open Reaction Database (ORD), a public repository of structured organic reaction records. The task is: describe an organic reaction: reactants, conditions, products, and yield Run in [N+](=O)([O-])C1=CC=CC=C1 (nitrobenzene). Starting materials: methyl ester, NC1=C(C(=O)O)C=CC=C1N (2,3-diaminobenzoic acid), C(C1=CC=CC=C1)=O (benzaldehyde). As a reaction SMILES: [NH2:1][C:2]1[C:10]([NH2:11])=[CH:9][CH:8]=[CH:7][C:3]=1[C:4]([OH:6])=[O:5].[CH:12](=O)[C:13]1[CH:18]=[CH:17][CH:16]=[CH:15][CH:14]=1>[N+](C1C=CC=CC=1)([O-])=O>[C:13]1([C:12]2[NH:1][C:2]3[C:3]([C:4]([OH:6])=[O:5])=[CH:7][CH:8]=[CH:9][C:10]=3[N:11]=2)[CH:18]=[CH:17][CH:16]=[CH:15][CH:14]=1. The product is methyl ester, C1(=CC=CC=C1)C=1NC2=C(N1)C=CC=C2C(=O)O (2-phenylbenzimidazole-4-carboxylic acid). Procedure details: A solution of methyl ester of 2,3-diaminobenzoic acid (4.00 g, 24.07 mmol) and benzaldehyde (2.56 g, 24.07 mmol) in nitrobenzene (60 ml) was stirred at 155-160° C. for 3 hrs. After being cooled to room temperature, the reaction mixture was purified by column chromatography on silica gel (n-hexane/ethyl acetate=20 and 4) to give methyl ester of 2-phenylbenzimidazole-4-carboxylic acid (3.89 g, 64%) as a pale yellow crystals. Yield: 67.8%. Product: CC=1OCCSC1C(=O)NC1=CC=CC=C1 (5,6-dihydro-2-methyl-N-phenyl-1,4-oxathiin-3-carboxamide). The yield is 68.1%. Reactants: OO (hydrogen peroxide), aqueous solution, C(CC(=O)C)(=O)NC1=CC=CC=C1 (Acetoacetanilide), [OH-].[Na+] (NaOH), OO (hydrogen peroxide), SCCO (2-mercaptoethanol), OO (hydrogen peroxide), [OH-].[Na+] (NaOH). Conditions: temperature 38 celsius. Procedure: Acetoacetanilide (88.6 g, 0.5 mole) is dissolved under agitation, at room temperature, in 140 g aqueous 28.6% NaOH (0.5 mole). Crude di-(2-hydroxyethyl) disulfide (176 g), obtained by oxidation of 2-mercaptoethanol with 50% hydrogen peroxide, (i.e. an approx 68% aqueous solution) is added to the reaction mixture, which is then heated to 38° C. After 15 minutes 15% aqueous NaOH (16 g) is added and after a further 15 minutes the addition of 50% hydrogen peroxide is started. Subsequently the reacti... RXN SMILES: [C:1]([NH:7][C:8]1[CH:13]=[CH:12][CH:11]=[CH:10][CH:9]=1)(=[O:6])[CH2:2][C:3]([CH3:5])=[O:4].[OH-].[Na+].[SH:16][CH2:17][CH2:18]O.OO>>[CH3:5][C:3]1[O:4][CH2:18][CH2:17][S:16][C:2]=1[C:1]([NH:7][C:8]1[CH:13]=[CH:12][CH:11]=[CH:10][CH:9]=1)=[O:6] |f:1.2|.